From a dataset of the Open Reaction Database (ORD), a public repository of structured organic reaction records. describe an organic reaction: reactants, conditions, products, and yield Starting materials: O=C(Cl)c1ccccc1, CC#N, CC#N, CN1CCN(c2cccc3ccc([Sn](C)(C)C)cc23)CC1, ClC(Cl)Cl, [Cl-], [NH4+], Cl[Pd]Cl. The product is CN1CCN(c2cccc3ccc(C(=O)c4ccccc4)cc23)CC1. As a reaction SMILES: [C:22]([c:23]1[cH:24][cH:25][cH:26][cH:27][cH:28]1)(=[O:29])[Cl:30].[C:40](#[N:41])[CH3:42].[C:43](#[N:44])[CH3:45].[CH3:1][Sn:2]([c:3]1[cH:4][cH:5][c:6]2[cH:7][cH:8][cH:9][c:10]([N:13]3[CH2:14][CH2:15][N:16]([CH3:19])[CH2:17][CH2:18]3)[c:11]2[cH:12]1)([CH3:20])[CH3:21].[CH:33]([Cl:34])([Cl:35])[Cl:36].[Cl-:31].[NH4+:32].[Pd:37]([Cl:38])[Cl:39]>>[c:3]1([C:22]([c:23]2[cH:24][cH:25][cH:26][cH:27][cH:28]2)=[O:29])[cH:4][cH:5][c:6]2[cH:7][cH:8][cH:9][c:10]([N:13]3[CH2:14][CH2:15][N:16]([CH3:19])[CH2:17][CH2:18]3)[c:11]2[cH:12]1. The reactants are BrB(Br)Br, ClCCl, COc1ccc(Cl)cc1I. Product: Oc1ccc(Cl)cc1I. RXN SMILES: [B:1]([Br:2])([Br:3])[Br:4].[Cl:15][CH2:16][Cl:17].[Cl:5][c:6]1[cH:7][c:8]([I:14])[c:9]([O:12][CH3:13])[cH:10][cH:11]1>>[Cl:5][c:6]1[cH:7][c:8]([I:14])[c:9]([OH:12])[cH:10][cH:11]1. Reactants: ClC1=CC=C(C(=C1S(=O)(=O)N1CCS(CC1)(=O)=O)O)[N+](=O)[O-] (6-chloro-1-(1,1 -dioxidothiomorpholinosulfonyl)-2-hydroxy-3-nitrobenzene), [H][H] (hydrogen). Reagents/catalysts: [Pd] (Pd/C). The product is ClC1=C(C(=C(N)C=C1)O)S(=O)(=O)N1CCS(CC1)(=O)=O (4-chloro-3-(1,1-dioxidothiomorpholinosulfonyl)-2-hydroxyaniline). RXN SMILES: [Cl:1][C:2]1[C:7]([S:8]([N:11]2[CH2:16][CH2:15][S:14](=[O:18])(=[O:17])[CH2:13][CH2:12]2)(=[O:10])=[O:9])=[C:6]([OH:19])[C:5]([N+:20]([O-])=O)=[CH:4][CH:3]=1.[H][H]>[Pd]>[Cl:1][C:2]1[CH:3]=[CH:4][C:5]([NH2:20])=[C:6]([OH:19])[C:7]=1[S:8]([N:11]1[CH2:16][CH2:15][S:14](=[O:18])(=[O:17])[CH2:13][CH2:12]1)(=[O:10])=[O:9]. Procedure details: Following the general hydrogenation procedure outlined in example 15, 6-chloro-1-(1,1 -dioxidothiomorpholinosulfonyl)-2-hydroxy-3-nitrobenzene (220 mg, 0.60 mmol) was reduced with hydrogen and 10% Pd/C (100 mg) to give the desired (186 mg, 92%). 1H NMR (MeOD-d4): δ 6.88 (m, 2H), 3.85 (t, 4H), 3.22 (t, 4H). The reactants are Cl (hydrochloric acid), C(C)(C)(C)[Li] (tert-butyllithium), BrC1=CC(=CC(=C1)F)F (1-bromo-3,5-difluorobenzene), B(OC)(OC)OC (trimethyl borate). Run in C(C)OCC (diethyl ether). Reaction conditions: temperature -78 celsius, time 1 hour. The product is FC=1C=C(C=C(C1)F)B(O)O (3,5-Difluorobenzeneboronic Acid). Reaction SMILES: C([Li])(C)(C)C.Br[C:7]1[CH:12]=[C:11]([F:13])[CH:10]=[C:9]([F:14])[CH:8]=1.[B:15](OC)([O:18]C)[O:16]C.Cl>C(OCC)C>[F:14][C:9]1[CH:8]=[C:7]([B:15]([OH:18])[OH:16])[CH:12]=[C:11]([F:13])[CH:10]=1. Procedure: 91.5 ml of tert-butyllithium are added at −78° C. to 20 g of 1-bromo-3,5-difluorobenzene in 300 ml of diethyl ether. The reaction mixture is stirred for 1 hour at −78° C. and 14.2 ml of trimethyl borate are then added. The reaction mixture is stirred for 1 hour at −78° C. and then for 12 hours at room temperature. 200 ml of aqueous 1 N hydrochloric acid solution are added. The resulting mixture is extracted with diethyl ether, the organic phase is washed with saturated sodium hydrogen carbonate ... Reactants: Cl.Cl.C(C)(C)(C)C1=C(C=CC=C1)N1CCNCC1 (1-(2-tert-butylphenyl)piperazine dihydrochloride), O.ON1N=NC2=C1C=CC=C2 (1-hydroxy-1H-benzotriazole monohydrate), Cl.C(C)N=C=NCCCN(C)C (1-ethyl-3-(3-dimethylaminopropyl)carbodiimide hydrochloride), Example 1, O=C1C(=CN=C2N1C=CS2)C(=O)O (5-oxo-5H-[1,3]thiazolo[3,2-a]pyrimidine-6-carboxylic acid). The solvent is C(C)N(CC)CC (triethylamine), CN(C=O)C (N,N-dimethylformamide), O (Water). The product is C(C)(C)(C)C1=C(C=CC=C1)N1CCN(CC1)C(=O)C1=CN=C2N(C1=O)C=CS2 (6-{[4-(2-tert-Butylphenyl)piperazin-1-yl]carbonyl}-5H-[1,3]thiazolo[3,2-a]pyrimidin-5-one). The yield is 47.0%. As a reaction SMILES: Cl.Cl.[C:3]([C:7]1[CH:12]=[CH:11][CH:10]=[CH:9][C:8]=1[N:13]1[CH2:18][CH2:17][NH:16][CH2:15][CH2:14]1)([CH3:6])([CH3:5])[CH3:4].[O:19]=[C:20]1[N:25]2[CH:26]=[CH:27][S:28][C:24]2=[N:23][CH:22]=[C:21]1[C:29](O)=[O:30].Cl.C(N=C=NCCCN(C)C)C.O.ON1C2C=CC=CC=2N=N1>O.CN(C)C=O.C(N(CC)CC)C>[C:3]([C:7]1[CH:12]=[CH:11][CH:10]=[CH:9][C:8]=1[N:13]1[CH2:18][CH2:17][N:16]([C:29]([C:21]2[C:20](=[O:19])[N:25]3[CH:26]=[CH:27][S:28][C:24]3=[N:23][CH:22]=2)=[O:30])[CH2:15][CH2:14]1)([CH3:6])([CH3:4])[CH3:5] |f:0.1.2,4.5,6.7|. Procedure: A mixture of 1-(2-tert-butylphenyl)piperazine dihydrochloride obtained in Reference Example 1 (500 mg), 5-oxo-5H-[1,3]thiazolo[3,2-a]pyrimidine-6-carboxylic acid (371 mg), 1-ethyl-3-(3-dimethylaminopropyl)carbodiimide hydrochloride (395 mg), 1-hydroxy-1H-benzotriazole monohydrate (315 mg), triethylamine (0.558 mL), and N,N-dimethylformamide (10 mL) was stirred at room temperature for over-night. Water was added to the reaction solution, and the mixture was extracted with ethyl acetate. The ethyl... Reactants: COC(=O)Cc1c[nH]c2ccc(C#N)cc12, C1CCOC1, CCOC(C)=O, NCc1cc(Cl)c(N)c(Cl)c1, [Li+], [OH-], O. Product: N#Cc1ccc2[nH]cc(CC(=O)O)c2c1. RXN SMILES: [C:12](#[N:13])[c:14]1[cH:15][c:16]2[c:17]([CH2:23][C:24](=[O:25])[O:26][CH3:27])[cH:18][nH:19][c:20]2[cH:21][cH:22]1.[CH2:36]1[O:37][CH2:38][CH2:39][CH2:40]1.[CH3:30][CH2:31][O:32][C:33]([CH3:34])=[O:35].[Cl:1][c:2]1[cH:3][c:4]([CH2:10][NH2:11])[cH:5][c:6]([Cl:7])[c:8]1[NH2:9].[Li+:29].[OH-:28].[OH2:41]>>[C:12](#[N:13])[c:14]1[cH:15][c:16]2[c:17]([CH2:23][C:24](=[O:25])[OH:26])[cH:18][nH:19][c:20]2[cH:21][cH:22]1.